The task is: describe an organic reaction: reactants, conditions, products, and yield. This data is from the Open Reaction Database (ORD), a public repository of structured organic reaction records. Reactants: C(C)(C)(C)OC(N([C@@H]1CC[C@H](CC1)OC=1C=C2C=CNC(C2=CC1)=O)C)=O (trans-methyl[4-(1-oxo-1,2-dihydroisoquinolin-6-yloxy)cyclohexyl]-carbamic acid tert-butyl ester). Solvent: ClCCl (dichloromethane), FC(C(=O)O)(F)F (trifluoroacetic acid). Yields the product CN[C@@H]1CC[C@H](CC1)OC=1C=C2C=CNC(C2=CC1)=O (trans-6-(4-methylaminocyclohexyloxy)-2H-isoquinolin-1-one). As a reaction SMILES: C(O[C:6](=O)[N:7](C)[C@H:8]1[CH2:13][CH2:12][C@H:11]([O:14][C:15]2[CH:16]=[C:17]3[C:22](=[CH:23][CH:24]=2)[C:21](=[O:25])[NH:20][CH:19]=[CH:18]3)[CH2:10][CH2:9]1)(C)(C)C>ClCCl.FC(F)(F)C(O)=O>[CH3:6][NH:7][C@H:8]1[CH2:13][CH2:12][C@H:11]([O:14][C:15]2[CH:16]=[C:17]3[C:22](=[CH:23][CH:24]=2)[C:21](=[O:25])[NH:20][CH:19]=[CH:18]3)[CH2:10][CH2:9]1. Procedure details: A solution of trans-methyl[4-(1-oxo-1,2-dihydroisoquinolin-6-yloxy)cyclohexyl]-carbamic acid tert-butyl ester (400 mg, 1.07 mmol) in dichloromethane (9 ml) and trifluoroacetic acid (1 ml) was stirred at ambient temperature for 1 hour. The mixture was concentrated in vacuo then purified by ion exchange chromatography to give trans-6-(4-methylaminocyclohexyloxy)-2H-isoquinolin-1-one, EI-MS: m/z=273.4 [M+H]+. The reactants are C(C1=CC=CC=C1)N1N=C2C(=CC=CC2=C1C1=CC=CC=C1)C(=O)O (2-Benzyl-3-phenyl-2H-indazole-7-carboxylic acid), C1CCOC1 (THF), [Li]C (MeLi). Conditions: time 8 hour. The product is C(C1=CC=CC=C1)N1N=C2C(=CC=CC2=C1C1=CC=CC=C1)C(C)=O (1-(2-benzyl-3-phenyl-2H-indazol-7-yl)ethanone). RXN SMILES: [CH2:1]([N:8]1[C:16]([C:17]2[CH:22]=[CH:21][CH:20]=[CH:19][CH:18]=2)=[C:15]2[C:10](C(C(O)=O)=CC=[CH:14]2)=[N:9]1)[C:2]1[CH:7]=[CH:6][CH:5]=[CH:4][CH:3]=1.[Li][CH3:27].[CH2:28]1[CH2:32][O:31][CH2:30][CH2:29]1>>[CH2:1]([N:8]1[C:16]([C:17]2[CH:22]=[CH:21][CH:20]=[CH:19][CH:18]=2)=[C:15]2[C:10]([C:28]([C:32](=[O:31])[CH3:27])=[CH:29][CH:30]=[CH:14]2)=[N:9]1)[C:2]1[CH:3]=[CH:4][CH:5]=[CH:6][CH:7]=1. Reported procedure: 2-Benzyl-3-phenyl-2H-indazole-7-carboxylic acid (0.5 mmol, 160 mg, see preparation of Example 518) was dissolved in 5 ml of dry THF at 0° C. Two milliliters (2 ml) of MeLi (1.6M solution in THF) were added dropwise and the mixture was stirred overnight at room temperature. The reaction mixture was quenched with aq NH4Cl solution and the product was extracted with EtOAc, and then flash column chromatography (SiO2, dichloromethane as an eluant) afforded 1-(2-benzyl-3-phenyl-2H-indazol-7-yl)ethanon... Reactants: CO, C[O-], CCO, Cc1cccc(C(C)(C)C)c1O, Cc1ccccc1, CC[O-], CC[O-], CC[O-], CC[O-], [Na+], C=CCO, [Ti+4]. The product is Cc1cc(CCCO)cc(C(C)(C)C)c1O. As a reaction SMILES: [CH3:13][OH:14].[CH3:15][O-:16].[CH3:18][CH2:19][OH:20].[CH3:1][c:2]1[c:3]([OH:12])[c:4]([C:8]([CH3:9])([CH3:10])[CH3:11])[cH:5][cH:6][cH:7]1.[CH3:25][c:26]1[cH:27][cH:28][cH:29][cH:30][cH:31]1.[CH3:32][CH2:33][O-:34].[CH3:35][CH2:36][O-:37].[CH3:38][CH2:39][O-:40].[CH3:41][CH2:42][O-:43].[Na+:17].[OH:21][CH2:22][CH:23]=[CH2:24].[Ti+4:44]>>[CH3:1][c:2]1[c:3]([OH:12])[c:4]([C:8]([CH3:9])([CH3:10])[CH3:11])[cH:5][c:6]([CH2:24][CH2:23][CH2:22][OH:21])[cH:7]1. Starting materials: [Li]CCCC, CCOCC, C#CC(C)(C)Oc1ccc(OC(F)(F)F)cc1, CCCCCC, CCOC(=O)C(F)(F)F, C1CCOC1, O. Yields the product CC(C)(C#CC(=O)C(F)(F)F)Oc1ccc(OC(F)(F)F)cc1. As a reaction SMILES: [CH2:18]([Li:19])[CH2:20][CH2:21][CH3:22].[CH2:32]([O:33][CH2:34][CH3:35])[CH3:36].[CH3:1][C:2]([C:3]#[CH:4])([O:5][c:6]1[cH:7][cH:8][c:9]([O:12][C:13]([F:14])([F:15])[F:16])[cH:10][cH:11]1)[CH3:17].[CH3:37][CH2:38][CH2:39][CH2:40][CH2:41][CH3:42].[F:23][C:24]([C:25](=[O:26])[O:27][CH2:28][CH3:29])([F:30])[F:31].[O:43]1[CH2:44][CH2:45][CH2:46][CH2:47]1.[OH2:48]>>[CH3:1][C:2]([C:3]#[C:4][C:25]([C:24]([F:23])([F:30])[F:31])=[O:26])([O:5][c:6]1[cH:7][cH:8][c:9]([O:12][C:13]([F:14])([F:15])[F:16])[cH:10][cH:11]1)[CH3:17].